Dataset: the Open Reaction Database (ORD), a public repository of structured organic reaction records. Task: describe an organic reaction: reactants, conditions, products, and yield Yields the product amine, Cl.CC=1C=C(OC2=CC=C(C(=O)N3C[C@H](CC3)N3CCCC3)C=C2)C=CC1 ((3′S)-1′-[4-(3-methylphenoxy)benzoyl]-1,3′-bipyrrolidine hydrochloride). Reported procedure: A solution of (3′S)-1′-(4-fluorobenzoyl)-1,3′-bipyrrolidine (0.011 g, 0.381 mmol in dimethylformamide was treated with m-cresol (0.127 g, 1.14 mmol) and potassium carbonate (0.105 g, 0.762 mmol), heated to 150° C. via microwave radiation for 20 minutes and cooled to room temperature. The reaction mixture was diluted with dichloromethane, washed sequentially with water and saturated aqueous sodium chloride, dried over magnesium sulfate and concentrated in vacuo. The resultant residue was purified... As a reaction SMILES: F[C:2]1[CH:19]=[CH:18][C:5]([C:6]([N:8]2[CH2:12][CH2:11][C@H:10]([N:13]3[CH2:17][CH2:16][CH2:15][CH2:14]3)[CH2:9]2)=[O:7])=[CH:4][CH:3]=1.[CH:20]1[C:25]([OH:26])=[CH:24][CH:23]=[CH:22][C:21]=1[CH3:27].C(=O)([O-])[O-].[K+].[K+].[Cl:34]CCl>CN(C)C=O>[ClH:34].[CH3:27][C:21]1[CH:20]=[C:25]([CH:24]=[CH:23][CH:22]=1)[O:26][C:2]1[CH:19]=[CH:18][C:5]([C:6]([N:8]2[CH2:12][CH2:11][C@H:10]([N:13]3[CH2:17][CH2:16][CH2:15][CH2:14]3)[CH2:9]2)=[O:7])=[CH:4][CH:3]=1 |f:2.3.4,7.8|. Solvent: CN(C=O)C (dimethylformamide). Run at temperature 150 celsius. The reactants are ClCCl (dichloromethane), FC1=CC=C(C(=O)N2C[C@H](CC2)N2CCCC2)C=C1 ((3′S)-1′-(4-fluorobenzoyl)-1,3′-bipyrrolidine), C1=C(C=CC=C1O)C (m-cresol), C([O-])([O-])=O.[K+].[K+] (potassium carbonate). The reactants are CC(=O)O[BH-](OC(C)=O)OC(C)=O, O=c1cc(OCc2ccccc2)ccn1CCc1ccc2c(c1)CCNC2, C=O, C1CCOC1, CC(=O)O, [Na+]. Product: CN1CCc2cc(CCn3ccc(OCc4ccccc4)cc3=O)ccc2C1. As a reaction SMILES: [C:34]([O:35][BH-:36]([O:37][C:38](=[O:39])[CH3:40])[O:41][C:42](=[O:43])[CH3:44])(=[O:45])[CH3:46].[CH2:1]([c:2]1[cH:3][cH:4][cH:5][cH:6][cH:7]1)[O:8][c:9]1[cH:10][c:11](=[O:27])[n:12]([CH2:15][CH2:16][c:17]2[cH:18][c:19]3[c:24]([cH:25][cH:26]2)[CH2:23][NH:22][CH2:21][CH2:20]3)[cH:13][cH:14]1.[CH2:28]=[O:29].[CH2:48]1[O:49][CH2:50][CH2:51][CH2:52]1.[CH3:30][C:31](=[O:32])[OH:33].[Na+:47]>>[CH2:1]([c:2]1[cH:3][cH:4][cH:5][cH:6][cH:7]1)[O:8][c:9]1[cH:10][c:11](=[O:27])[n:12]([CH2:15][CH2:16][c:17]2[cH:18][c:19]3[c:24]([cH:25][cH:26]2)[CH2:23][N:22]([CH3:30])[CH2:21][CH2:20]3)[cH:13][cH:14]1. The reactants are ClCC1=NN(C(=C1)C1=CC(=C(C(=C1)OC)OC)OC)COC (3-Chloromethyl-1-methoxymethyl-5-(3,4,5-trimethoxyphenyl)pyrazole), N1CCNCC1 (piperazine). Product: COCN1N=C(C=C1C1=CC(=C(C(=C1)OC)OC)OC)CN1CCN(CC1)CC1=NN(C(=C1)C1=CC(=C(C(=C1)OC)OC)OC)COC (N,N′-bis[[1-Methoxymethyl-5-(3,4,5-trimethoxyphenyl)pyrazol-3-yl]methyl]piperazine). As a reaction SMILES: Cl[CH2:2][C:3]1[CH:7]=[C:6]([C:8]2[CH:13]=[C:12]([O:14][CH3:15])[C:11]([O:16][CH3:17])=[C:10]([O:18][CH3:19])[CH:9]=2)[N:5]([CH2:20][O:21][CH3:22])[N:4]=1.[NH:23]1[CH2:28][CH2:27][NH:26][CH2:25][CH2:24]1>>[CH3:22][O:21][CH2:20][N:5]1[C:6]([C:8]2[CH:13]=[C:12]([O:14][CH3:15])[C:11]([O:16][CH3:17])=[C:10]([O:18][CH3:19])[CH:9]=2)=[CH:7][C:3]([CH2:2][N:23]2[CH2:28][CH2:27][N:26]([CH2:2][C:3]3[CH:7]=[C:6]([C:8]4[CH:9]=[C:10]([O:18][CH3:19])[C:11]([O:16][CH3:17])=[C:12]([O:14][CH3:15])[CH:13]=4)[N:5]([CH2:20][O:21][CH3:22])[N:4]=3)[CH2:25][CH2:24]2)=[N:4]1. Procedure details: 3-Chloromethyl-1-methoxymethyl-5-(3,4,5-trimethoxyphenyl)pyrazole (101 mg) and piperazine (13 mg) were reacted in the same manner in Example 1 to obtain the title compound. Starting materials: COc1ccccc1, O=C(OC(=O)C(F)(F)F)C(F)(F)F, O, O=C(O)Cc1ccc(Cl)cc1. The product is COc1ccc(C(=O)Cc2ccc(Cl)cc2)cc1. As a reaction SMILES: [CH3:1][O:2][c:3]1[cH:4][cH:5][cH:6][cH:7][cH:8]1.[F:20][C:21]([F:22])([F:23])[C:24]([O:25][C:26](=[O:27])[C:28]([F:29])([F:30])[F:31])=[O:32].[OH2:33].[OH:9][C:10](=[O:11])[CH2:12][c:13]1[cH:14][cH:15][c:16]([Cl:17])[cH:18][cH:19]1>>[CH3:1][O:2][c:3]1[cH:4][cH:5][c:6]([C:10](=[O:9])[CH2:12][c:13]2[cH:14][cH:15][c:16]([Cl:17])[cH:18][cH:19]2)[cH:7][cH:8]1. Reactants: CC(C)Cc1ccc(C(C)C(=O)Cl)cc1, [Cl-], O=C(Cl)C(=O)Cl, N. Yields the product CC(C)Cc1ccc(C(C)C(N)=O)cc1. Reaction SMILES: [CH2:1]([CH:2]([CH3:3])[CH3:4])[c:5]1[cH:6][cH:7][c:8]([CH:11]([C:12](=[O:13])[Cl:14])[CH3:15])[cH:9][cH:10]1.[Cl-:22].[Cl:16][C:17]([C:18]([Cl:19])=[O:20])=[O:21].[NH3:23]>>[CH2:1]([CH:2]([CH3:3])[CH3:4])[c:5]1[cH:6][cH:7][c:8]([CH:11]([C:12](=[O:13])[NH2:23])[CH3:15])[cH:9][cH:10]1.